This data is from the Open Reaction Database (ORD), a public repository of structured organic reaction records. The task is: describe an organic reaction: reactants, conditions, products, and yield The reactants are O.NN (hydrazine hydrate), FC(C(=O)OCC)(F)F (ethyl trifluoroacetate), [O-]CC.[Na+] (sodium ethoxide), C(C)(=O)C1=CC=C(C=C1)[C@@H]1CC[C@H](CC1)CC(=O)OCC (Trans ethyl 2-(4-(4-acetylphenyl)cyclohexyl)acetate). Solvent: C(C)(C)(C)OC (methyl tert-butyl ether), C(C)(C)(C)OC (methyl tert-butyl ether). Run at temperature 70 celsius, time 8 hour. Product: FC(C1=CC(=NN1)C1=CC=C(C=C1)[C@@H]1CC[C@H](CC1)CC(=O)OCC)(F)F (Trans ethyl (4-{4-[5-(trifluoromethyl)-1H-pyrazol-3-yl]phenyl}cyclohexyl)acetate). As a reaction SMILES: [F:1][C:2]([F:9])([F:8])[C:3](OCC)=O.[O-]CC.[Na+].[C:14]([C:17]1[CH:22]=[CH:21][C:20]([C@H:23]2[CH2:28][CH2:27][C@H:26]([CH2:29][C:30]([O:32][CH2:33][CH3:34])=[O:31])[CH2:25][CH2:24]2)=[CH:19][CH:18]=1)(=O)[CH3:15].O.[NH2:36][NH2:37]>C(OC)(C)(C)C>[F:1][C:2]([F:9])([F:8])[C:3]1[NH:37][N:36]=[C:14]([C:17]2[CH:22]=[CH:21][C:20]([C@H:23]3[CH2:28][CH2:27][C@H:26]([CH2:29][C:30]([O:32][CH2:33][CH3:34])=[O:31])[CH2:25][CH2:24]3)=[CH:19][CH:18]=2)[CH:15]=1 |f:1.2,4.5|. Procedure: A 50 mL flask was charged with 6.6 ml methyl tert-butyl ether and ethyl trifluoroacetate (520 uL, 3.47 mmol). To this solution was then added 533 μL of sodium ethoxide (21% in ethanol) slowly, followed by the product of Example 26A (1.00 g, 3.47 mmol) in 3 mL of methyl tert-butyl ether over 5 minutes. After stirring overnight, the solution was quenched with sat NH4Cl and extracted with ethyl acetate (×2). The ethyl acetate layers were then evaporated to dryness, and the residue taken up in ethan... The reactants are CCOC(C)=O, CCCCCC, COc1ccc(F)cc1C(C)(C)CC1(C(F)(F)F)CO1, Nc1nccc2ccccc12. Product: COc1ccc(F)cc1C(C)(C)CC(O)(CNc1nccc2ccccc12)C(F)(F)F. As a reaction SMILES: [C:32]([O:33][CH2:34][CH3:35])(=[O:36])[CH3:37].[CH3:38][CH2:39][CH2:40][CH2:41][CH2:42][CH3:43].[F:1][c:2]1[cH:3][cH:4][c:5]([O:19][CH3:20])[c:6]([C:8]([CH2:9][C:10]2([C:13]([F:14])([F:15])[F:16])[O:11][CH2:12]2)([CH3:17])[CH3:18])[cH:7]1.[NH2:21][c:22]1[n:23][cH:24][cH:25][c:26]2[cH:27][cH:28][cH:29][cH:30][c:31]12>>[F:1][c:2]1[cH:3][cH:4][c:5]([O:19][CH3:20])[c:6]([C:8]([CH2:9][C:10]([OH:11])([CH2:12][NH:21][c:22]2[n:23][cH:24][cH:25][c:26]3[cH:27][cH:28][cH:29][cH:30][c:31]23)[C:13]([F:14])([F:15])[F:16])([CH3:17])[CH3:18])[cH:7]1. RXN SMILES: [C:1]([OH:10])(=[O:9])[CH2:2][CH2:3][CH2:4][CH2:5][C:6]([OH:8])=[O:7].[C:11](#N)[CH2:12]CCCC#N.[CH2:19](O)[CH3:20].C(C(CCC)C(OCC)=O)#N>>[C:1]([O:10][CH2:19][CH3:20])(=[O:9])[CH2:2][CH2:3][CH2:4][CH2:5][C:6]([O:8][CH2:11][CH3:12])=[O:7]. Product: C(CCCCC(=O)OCC)(=O)OCC (diethyl adipate). Conditions: temperature 240 celsius, time 3 hour. Reported procedure: Then, 29.1 g (0.199 mole) of adipic acid and 21.0 g (0.194 mole) of adiponitrile were added to the liquid distillation residue, and the resulting mixture was introduced into a 1-liter, stainless autoclave. after purging with nitrogen, the content was stirred at 240° C. for 3 hours. After cooling the reaction mixture, 138.0 g (3.000 moles) of ethanol was added and the resulting mixture was stirred at 190° C. for 3 hours. As a result of analysis, it was confirmed that 60.3 g (0.389 mole) of ethyl ... Reactants: C(#N)C(C(=O)OCC)CCC (ethyl cyanovalerate), C(CCCCC(=O)O)(=O)O (adipic acid), C(CCCCC#N)#N (adiponitrile), C(C)O (ethanol). Isolated yield 3.1%. Starting materials: COC1=NC=CC2=C1C(=NN2)C=2C=C(SC2)C(=O)N (4-(4-methoxy-1H-pyrazolo[4,3-c]pyridin-3-yl)thiophene-2-carboxamide), CC1=CC=C(C=C1)S(=O)(=O)OC(COC)CC (1-methoxybutan-2-yl 4-methylbenzenesulfonate). Solvent: O.C(C)#N (water acetonitrile). The product is COC[C@H](CC)N1N=C(C=2C(NC=CC21)=O)C=2C=C(SC2)C(=O)N (4-(1-((2S)-1-methoxybutan-2-yl)-4-oxo-4,5-dihydro-1H-pyrazolo[4,3-c]pyridin-3-yl)thiophene-2-carboxamide). Reaction SMILES: C[O:2][C:3]1[C:8]2[C:9]([C:12]3[CH:13]=[C:14]([C:17]([NH2:19])=[O:18])[S:15][CH:16]=3)=[N:10][NH:11][C:7]=2[CH:6]=[CH:5][N:4]=1.CC1C=CC(S(O[CH:31]([CH2:35][CH3:36])[CH2:32][O:33][CH3:34])(=O)=O)=CC=1>O.C(#N)C>[CH3:34][O:33][CH2:32][C@@H:31]([N:11]1[C:7]2[CH:6]=[CH:5][NH:4][C:3](=[O:2])[C:8]=2[C:9]([C:12]2[CH:13]=[C:14]([C:17]([NH2:19])=[O:18])[S:15][CH:16]=2)=[N:10]1)[CH2:35][CH3:36] |f:2.3|. Procedure: The racemic form of the title compound was obtained using 4-(4-methoxy-1H-pyrazolo[4,3-c]pyridin-3-yl)thiophene-2-carboxamide obtained in Step A of Example 148 and 1-methoxybutan-2-yl 4-methylbenzenesulfonate, in the same manner as in Step B of Example 148 and Step C of Example 148. The obtained racemic form was resolved by HPLC (column: L-column2 ODS (trade name) 20 mmID×150 mmL, 5 μm, manufactured by Daicel Chemical Industries, mobile phase: water/acetonitrile (containing 10 mM ammonium carbon... The reactants are Cl.Cl.Cl.Cl.NCCCSCCO[C@H]1[C@@H](OCC)O[C@@H]([C@@H]([C@@H]1OCCSCCCN)OCCSCCCN)COCCSCCCN (Ethyl 2,3,4,6-tetra-O-(6-amino-3-thia-hexyl)-α-D-galactopyranoside tetrahydrochloride), COC(=O)C=1C(=O)NC(C1)=O (methoxycarbonylmaleimide). Run in O (water), C(C)#N (acetonitrile), aqueous solution, C(=O)(O)[O-].[Na+] (NaHCO3), C(Cl)Cl (CH2Cl2). Conditions: time 5 minute. The product is C1(C=CC(N1CCCSCCO[C@H]1[C@@H](OCC)O[C@@H]([C@@H]([C@@H]1OCCSCCCN1C(C=CC1=O)=O)OCCSCCCN1C(C=CC1=O)=O)COCCSCCCN1C(C=CC1=O)=O)=O)=O (Ethyl 2,3,4,6-tetra-O-(6-maleimido-3-thia-hexyl)-α-D-galactopyranoside). Yield: 351.0%. As a reaction SMILES: Cl.Cl.Cl.Cl.[NH2:5][CH2:6][CH2:7][CH2:8][S:9][CH2:10][CH2:11][O:12][C@@H:13]1[C@@H:21]([O:22][CH2:23][CH2:24][S:25][CH2:26][CH2:27][CH2:28][NH2:29])[C@@H:20]([O:30][CH2:31][CH2:32][S:33][CH2:34][CH2:35][CH2:36][NH2:37])[C@@H:19]([CH2:38][O:39][CH2:40][CH2:41][S:42][CH2:43][CH2:44][CH2:45][NH2:46])[O:18][C@@H:14]1[O:15][CH2:16][CH3:17].COC([C:51]1[C:52](N[C:55](=[O:57])[CH:56]=1)=[O:53])=O>C([O-])(O)=O.[Na+].O.C(#N)C.C(Cl)Cl>[C:19]1(=[O:18])[N:5]([CH2:6][CH2:7][CH2:8][S:9][CH2:10][CH2:11][O:12][C@@H:13]2[C@@H:21]([O:22][CH2:23][CH2:24][S:25][CH2:26][CH2:27][CH2:28][N:29]3[C:52](=[O:53])[CH:51]=[CH:56][C:55]3=[O:57])[C@@H:20]([O:30][CH2:31][CH2:32][S:33][CH2:34][CH2:35][CH2:36][N:37]3[C:52](=[O:53])[CH:51]=[CH:56][C:55]3=[O:57])[C@@H:19]([CH2:38][O:39][CH2:40][CH2:41][S:42][CH2:43][CH2:44][CH2:45][N:46]3[C:52](=[O:53])[CH:51]=[CH:56][C:55]3=[O:57])[O:18][C@@H:14]2[O:15][CH2:16][CH3:17])[C:13](=[O:12])[CH:21]=[CH:20]1 |f:0.1.2.3.4,6.7|. Procedure: A solution of amine 8 (23.9 mg, 29.0 μmol) dissolved in 1 M aqueous solution of NaHCO3 (1 mL) was treated with methoxycarbonylmaleimide (27.03 mg, 17.4 μmol) at 0° C. After 5 min, the mixture was diluted with water (1 mL) and acetonitrile (2 mL), and then stirred at room temperature for 1 h. The mixture was diluted with CH2Cl2 (50 mL) and washed with brine (3×10 mL). The organic phase was dried over Na2SO4, filtered and concentrated. The oily residue was purified by flash chromatography (CH2Cl2/... Reactants: COC(N=C(C(=NC1=CC=C(C=C1)C1=NOC(=N1)C)C1=C(C=C(C(=C1)OC)OCCO[Si](C)(C)C(C)(C)C)F)SC)=O ((2-{4-[2-(t-butyldimethylsilanyloxy)ethoxy]-2-fluoro-5-methoxyphenyl}-2-[4-(5-methyl-[1,2,4]oxadiazol-3-yl)phenylimino]-1-methylsulfanylethylidene)carbamic acid methyl ester), N(N)C1=NC=CC=N1 (2-hydrazinopyrimidine), Cl.N(N)C1=C(C(=O)O)C=CC=C1 (2-hydrazinobenzoic acid hydrochloride), COC(N=C(C(=NC1=CC=C(C=C1)C1=NOC(=N1)C)C1=C(C(=CC(=C1)OC)OCCF)F)SC)=O ({2-[2-fluoro-3-(2-fluoroethoxy)-5-methoxyphenyl]-2-[4-(5-methyl-[1,2,4]oxadiazol-3-yl)phenylimino]-1-methylsulfanylethylidene}carbamic acid methyl ester). The product is C(N)(=N)C1=CC=C(C=C1)N[C@H](C1=NN(C(N1)=O)C1=C(C(=O)O)C=CC=C1)C1=C(C=C(C(=C1)OC)OCCO)F ((S)-2-(3-{(4-carbamimidoylphenylamino)-[2-fluoro-4-(2-hydroxyethoxy)-5-methoxyphenyl]methyl}-5-oxo-4,5-dihydro-[1,2,4]triazol-1-yl)benzoic acid). RXN SMILES: CO[C:3](=[O:42])[N:4]=[C:5](SC)[C:6]([C:20]1[CH:25]=[C:24]([O:26][CH3:27])[C:23]([O:28][CH2:29][CH2:30][O:31][Si](C(C)(C)C)(C)C)=[CH:22][C:21]=1[F:39])=[N:7][C:8]1[CH:13]=[CH:12][C:11]([C:14]2[N:18]=C(C)O[N:15]=2)=[CH:10][CH:9]=1.Cl.[NH:44]([C:46]1[CH:54]=[CH:53][CH:52]=[CH:51][C:47]=1[C:48]([OH:50])=[O:49])[NH2:45].COC(=O)N=C(SC)C(C1C=C(OC)C=C(OCCF)C=1F)=NC1C=CC(C2N=C(C)ON=2)=CC=1.N(C1N=CC=CN=1)N>>[C:14]([C:11]1[CH:10]=[CH:9][C:8]([NH:7][C@@H:6]([C:20]2[CH:25]=[C:24]([O:26][CH3:27])[C:23]([O:28][CH2:29][CH2:30][OH:31])=[CH:22][C:21]=2[F:39])[C:5]2[NH:4][C:3](=[O:42])[N:44]([C:46]3[CH:54]=[CH:53][CH:52]=[CH:51][C:47]=3[C:48]([OH:50])=[O:49])[N:45]=2)=[CH:13][CH:12]=1)(=[NH:18])[NH2:15] |f:1.2|. Reported procedure: The same procedure was carried out as in Examples (3f)-(3h), except that (2-{4-[2-(t-butyldimethylsilanyloxy)ethoxy]-2-fluoro-5-methoxyphenyl}-2-[4-(5-methyl-[1,2,4]oxadiazol-3-yl)phenylimino]-1-methylsulfanylethylidene)carbamic acid methyl ester and 2-hydrazinobenzoic acid hydrochloride were used instead of respectively the {2-[2-fluoro-3-(2-fluoroethoxy)-5-methoxyphenyl]-2-[4-(5-methyl-[1,2,4]oxadiazol-3-yl)phenylimino]-1-methylsulfanylethylidene}carbamic acid methyl ester in Example (3f) and ... Starting materials: CN(C(=O)Cl)C (dimethylcarbamyl chloride), N1=CC=CC=C1 (pyridine). Product: CN(C)C1=NC=CC=C1 (dimethylaminopyridine). As a reaction SMILES: [CH3:1][N:2]([CH3:6])[C:3](Cl)=O.[N:7]1C=[CH:11][CH:10]=[CH:9][CH:8]=1>>[CH3:1][N:2]([C:3]1[CH:11]=[CH:10][CH:9]=[CH:8][N:7]=1)[CH3:6]. Reported procedure: In 5 ml of pyridine was dissolved 101 mg of DC-89B2 obtained in Reference Example 2 and 3 mg of dimethylaminopyridine and 0.1 ml of dimethylcarbamyl chloride were added to the solution. After stirring at room temperature overnight, the reaction mixture was poured into 2 N hydrochloric acid and extracted with chloroform. After washing successively with aqueous sodium hydrogencarbonate solution and saturated aqueous sodium chloride solution, the chloroform layer was dried over anhydrous sodium sul... Reactants: O=C([O-])[O-], CCOC(C)=O, N#CNc1ccc(OCc2ccccc2)cc1, COS(=O)(=O)c1ccc(C)cc1, CC(C)=O, CCCCCC, [K+], [K+]. Product: CN(C#N)c1ccc(OCc2ccccc2)cc1. As a reaction SMILES: [C:1](=[O:2])([O-:3])[O-:4].[CH2:36]([O:37][C:38](=[O:39])[CH3:40])[CH3:41].[CH2:7]([c:8]1[cH:9][cH:10][cH:11][cH:12][cH:13]1)[O:14][c:15]1[cH:16][cH:17][c:18]([NH:21][C:22]#[N:23])[cH:19][cH:20]1.[CH3:24][O:25][S:26]([c:27]1[cH:28][cH:29][c:30]([CH3:31])[cH:32][cH:33]1)(=[O:34])=[O:35].[CH3:42][C:43](=[O:44])[CH3:45].[CH3:46][CH2:47][CH2:48][CH2:49][CH2:50][CH3:51].[K+:5].[K+:6]>>[CH3:1][N:21]([c:18]1[cH:17][cH:16][c:15]([O:14][CH2:7][c:8]2[cH:9][cH:10][cH:11][cH:12][cH:13]2)[cH:20][cH:19]1)[C:22]#[N:23].